From a dataset of the Open Reaction Database (ORD), a public repository of structured organic reaction records. describe an organic reaction: reactants, conditions, products, and yield Starting materials: C1(CCCCC1)[C@@H]1C[C@H](N(C1)C(=O)OC(C)(C)C)[C@@H](O)C1=C(C=NC=C1Cl)Cl ((2S,4S)-tert-butyl 4-cyclohexyl-2-((S)-(3,5-dichloropyridin-4-yl)(hydroxy)methyl)pyrrolidine-1-carboxylate), C2, N1CCCC1 (pyrrolidine), C(=O)(C(F)(F)F)O (TFA), C2, N1CCCC1 (pyrrolidine). Run in C(Cl)Cl (DCM). Reaction conditions: time 1.5 hour. The product is FC(C(=O)O)(F)F.C1(CCCCC1)[C@@H]1C[C@H](NC1)[C@@H](O)C1=C(C=NC=C1Cl)Cl ((S)-((2S,4S)-4-cyclohexylpyrrolidin-2-yl)(3,5-dichloropyridin-4-yl)methanol 2,2,2-trifluoroacetate). Isolated yield 61.1%. As a reaction SMILES: [CH:1]1([C@H:7]2[CH2:11][N:10](C(OC(C)(C)C)=O)[C@H:9]([C@H:19]([C:21]3[C:26]([Cl:27])=[CH:25][N:24]=[CH:23][C:22]=3[Cl:28])[OH:20])[CH2:8]2)[CH2:6][CH2:5][CH2:4][CH2:3][CH2:2]1.N1CCCC1.[C:34]([OH:40])([C:36]([F:39])([F:38])[F:37])=[O:35]>C(Cl)Cl>[F:37][C:36]([F:39])([F:38])[C:34]([OH:40])=[O:35].[CH:1]1([C@H:7]2[CH2:11][NH:10][C@H:9]([C@H:19]([C:21]3[C:26]([Cl:27])=[CH:25][N:24]=[CH:23][C:22]=3[Cl:28])[OH:20])[CH2:8]2)[CH2:2][CH2:3][CH2:4][CH2:5][CH2:6]1 |f:4.5|. Reported procedure: (2S,4S)-tert-butyl 4-cyclohexyl-2-((S)-(3,5-dichloropyridin-4-yl)(hydroxy)methyl)pyrrolidine-1-carboxylate (1.20 g, 2.79 mmol) and its epimer at C2 of the pyrrolidine was treated with DCM (10 mL) and TFA (7 mL, 91 mmol) and allowed to stir at room temperature for 1.5 h. The reaction mixture was concentrated on the rotovap and the crude residue purified on an ISCO Combiflash™ RF (40 g Grace Reveleris column, using a gradient of 0-20% 2M NH3/MeOH in DCM) affording (S)-((2S,4S)-4-cyclohexylpyrrolid... The reactants are C=C1CCCC1 (methylenecyclopentane), C(C=O)(=O)OC (methyl glyoxylate). Run in C(O)([O-])=O.[Na+] (sodium hydrogen-carbonate). Reaction conditions: temperature -30 celsius. Product: O[C@@H](C(=O)OC)CC1=CCCC1 (methyl (R)-2-hydroxy-3-(l-cyclopentenyl)propionate). Yield: 91.7%. As a reaction SMILES: [CH2:1]=[C:2]1[CH2:6][CH2:5][CH2:4][CH2:3]1.[C:7]([O:11][CH3:12])(=[O:10])[CH:8]=[O:9]>C(=O)([O-])O.[Na+]>[OH:9][C@H:8]([CH2:1][C:2]1[CH2:6][CH2:5][CH2:4][CH:3]=1)[C:7]([O:11][CH3:12])=[O:10] |f:2.3|. Procedure: A solution of an (R)-binaphthol-dibromotitanium complex which had been prepared in the same manner as in Example 6 was cooled to -30° C. and added with 82 mg (1 mmole) of methylenecyclopentane (manufactured by Aldrich Corp.) and 88 mg (1 mmole) of methyl glyoxylate, followed by reaction for 3 hours. Then, 10 ml of an aqueous sodium hydrogen-carbonate solution was added to terminate the reaction. The reaction mixture was filtered through Celite and extracted with two 20 ml portions of diethyl eth... Starting materials: OC(CO)(CC(C)(C)C1=C(C=CC(=C1)F)OC)C(F)(F)F (2-hydroxy-4-(5-fluoro-2-methoxyphenyl)-4-methyl-2-trifluoromethyl-pentanol), C1(=CC=CC=C1)P(C1=CC=CC=C1)C1=CC=CC=C1 (triphenylphosphine), C(C)OC(=O)N=NC(=O)OCC (azodicarboxylic acid-diethyl ester). Solvent: O1CCCC1 (tetrahydrofuran). Run at time 1 hour. Product: FC=1C=CC(=C(C1)C(CC1(OC1)C(F)(F)F)(C)C)OC (2-[2-(5-Fluoro-2-methoxyphenyl)-2-methyl-propyl]-2-trifluoromethyl-oxiran). RXN SMILES: O[C:2]([C:18]([F:21])([F:20])[F:19])([CH2:5][C:6]([C:9]1[CH:14]=[C:13]([F:15])[CH:12]=[CH:11][C:10]=1[O:16][CH3:17])([CH3:8])[CH3:7])[CH2:3][OH:4].C1(P(C2C=CC=CC=2)C2C=CC=CC=2)C=CC=CC=1.C(OC(N=NC(OCC)=O)=O)C>O1CCCC1>[F:15][C:13]1[CH:12]=[CH:11][C:10]([O:16][CH3:17])=[C:9]([C:6]([CH3:8])([CH3:7])[CH2:5][C:2]2([C:18]([F:21])([F:20])[F:19])[CH2:3][O:4]2)[CH:14]=1. Reported procedure: 3.5 g of 2-hydroxy-4-(5-fluoro-2-methoxyphenyl)-4-methyl-2-trifluoromethyl-pentanol and 3.45 g of triphenylphosphine are dissolved in 50 ml of tetrahydrofuran and mixed in 3 portions at 0° C. with 2.5 ml of azodicarboxylic acid-diethyl ester. After one hour at 0° C., it is stirred for 16 more hours at room temperature, then refluxed for 7 hours and again stirred for 48 hours at room temperature. After concentration by evaporation, a hexane-isopropylether mixture is added, filtered, and the filtr... Reactants: Cc1cccc(C)c1C(=O)OCC(=O)C(CC(=O)OC(C)(C)C)NC(=O)C1CCC2CC=CCC(NC(=O)c3ccc4ccccc4c3)C(=O)N21, ClCCl, O=C(O)C(F)(F)F. Yields the product Cc1cccc(C)c1C(=O)OCC(=O)C(CC(=O)O)NC(=O)C1CCC2CC=CCC(NC(=O)c3ccc4ccccc4c3)C(=O)N21. Reaction SMILES: [C:1]([CH3:2])([CH3:3])([CH3:4])[O:5][C:6](=[O:7])[CH2:8][CH:9]([C:10]([CH2:11][O:12][C:13]([c:14]1[c:15]([CH3:21])[cH:16][cH:17][cH:18][c:19]1[CH3:20])=[O:22])=[O:23])[NH:24][C:25](=[O:26])[CH:27]1[CH2:28][CH2:29][CH:30]2[N:31]1[C:32](=[O:51])[CH:33]([NH:38][C:39](=[O:40])[c:41]1[cH:42][c:43]3[cH:44][cH:45][cH:46][cH:47][c:48]3[cH:49][cH:50]1)[CH2:34][CH:35]=[CH:36][CH2:37]2.[Cl:59][CH2:60][Cl:61].[OH:52][C:53]([C:54]([F:55])([F:56])[F:57])=[O:58]>>[O:5]=[C:6]([OH:7])[CH2:8][CH:9]([C:10]([CH2:11][O:12][C:13]([c:14]1[c:15]([CH3:21])[cH:16][cH:17][cH:18][c:19]1[CH3:20])=[O:22])=[O:23])[NH:24][C:25](=[O:26])[CH:27]1[CH2:28][CH2:29][CH:30]2[N:31]1[C:32](=[O:51])[CH:33]([NH:38][C:39](=[O:40])[c:41]1[cH:42][c:43]3[cH:44][cH:45][cH:46][cH:47][c:48]3[cH:49][cH:50]1)[CH2:34][CH:35]=[CH:36][CH2:37]2.